From a dataset of the Open Reaction Database (ORD), a public repository of structured organic reaction records. describe an organic reaction: reactants, conditions, products, and yield Reactants: CO, NNc1cc(=O)[nH]c(=O)n1CC1CC1, O=Cc1ccnc2ccc(Cl)cc12. The product is O=c1cc(NN=Cc2ccnc3ccc(Cl)cc23)n(CC2CC2)c(=O)[nH]1. RXN SMILES: [CH3:28][OH:29].[CH:1]1([CH2:4][n:5]2[c:6](=[O:14])[nH:7][c:8](=[O:13])[cH:9][c:10]2[NH:11][NH2:12])[CH2:2][CH2:3]1.[Cl:15][c:16]1[cH:17][c:18]2[c:19]([CH:26]=[O:27])[cH:20][cH:21][n:22][c:23]2[cH:24][cH:25]1>>[CH:1]1([CH2:4][n:5]2[c:6](=[O:14])[nH:7][c:8](=[O:13])[cH:9][c:10]2[NH:11][N:12]=[CH:26][c:19]2[c:18]3[cH:17][c:16]([Cl:15])[cH:25][cH:24][c:23]3[n:22][cH:21][cH:20]2)[CH2:2][CH2:3]1. The reactants are C1CCOC1, [Li]CCCC, CCOC(=O)CCC1(C)CC1, CCCCCC, CCOC(C)=O, CC(C)NC(C)C, [Cl-], [NH4+]. Yields the product CCOC(=O)C(O)CC1(C)CC1. Reaction SMILES: [CH2:26]1[CH2:29][CH2:28][CH2:27][O:30]1.[CH2:8]([Li:9])[CH2:10][CH2:11][CH3:12].[CH3:13][C:14]1([CH2:17][CH2:18][C:19](=[O:20])[O:21][CH2:22][CH3:23])[CH2:15][CH2:16]1.[CH3:31][CH2:32][CH2:33][CH2:34][CH2:35][CH3:36].[CH3:37][CH2:38][O:39][C:40]([CH3:41])=[O:42].[CH:1]([NH:2][CH:3]([CH3:4])[CH3:5])([CH3:6])[CH3:7].[Cl-:24].[NH4+:25]>>[CH3:13][C:14]1([CH2:17][CH:18]([C:19](=[O:20])[O:21][CH2:22][CH3:23])[OH:30])[CH2:15][CH2:16]1. Reactants: C(CCCC)C1=CC=C(C(=O)O)C=C1 (4-Pentylbenzoic acid), N(=C=S)C1=CC=C(C=C1)S (4-(Isothiocyanato)thiophenol), C1(CCCCC1)N=C=NC1CCCCC1 (N,N'-dicyclohexylcarbodiimide). Reagents/catalysts: CN(C1=CC=NC=C1)C (4-(dimethylamino)pyridine). The product is C(CCCC)C1=CC=C(C(=O)SC2=CC=C(C=C2)N=C=S)C=C1 (S-(4-Isothiocyanatophenyl) 4-pentylthiobenzoate). Reaction SMILES: [CH2:1]([C:6]1[CH:14]=[CH:13][C:9]([C:10]([OH:12])=O)=[CH:8][CH:7]=1)[CH2:2][CH2:3][CH2:4][CH3:5].[N:15]([C:18]1[CH:23]=[CH:22][C:21]([SH:24])=[CH:20][CH:19]=1)=[C:16]=[S:17].C1(N=C=NC2CCCCC2)CCCCC1>CN(C)C1C=CN=CC=1>[CH2:1]([C:6]1[CH:7]=[CH:8][C:9]([C:10]([S:24][C:21]2[CH:22]=[CH:23][C:18]([N:15]=[C:16]=[S:17])=[CH:19][CH:20]=2)=[O:12])=[CH:13][CH:14]=1)[CH2:2][CH2:3][CH2:4][CH3:5]. Reported procedure: (18). Quantities: compound 17 (4.00 g, 0.021 mol), compound 3 (2.59 g, 0.016 mol), N,N'-dicyclohexylcarbodiimide (3.95 g, 0.019 mol), 4-(dimethylamino)pyridine (0.79 g, 0.019 mol). The reactants are aqueous solution, [OH-].[Na+] (sodium hydroxide), Cl (hydrochloric acid), FC1=CC=2C(=CCCC(N2)=O)C=C1C (3,4-dihydro-8-fluoro-7-methyl-2-oxo-1- benzazepine), Cl (hydrochloric acid), Cl (hydrochloric acid), C(C)(=O)OC(C)=O (acetic anhydride). Solvent: CO (methanol), C(C)N(CC)CC (triethylamine), C(Cl)Cl (methylene chloride), CO (methanol), O (water). Run at time 2.5 hour. Product: C(C)(=O)NC1=C(C=C(C(=C1)F)C)CCCC(=O)O (4-(2 -acetylamino-4-fluoro-5-methylphenyl)butanoic acid). RXN SMILES: [F:1][C:2]1[C:13]([CH3:14])=[CH:12][C:5]2=[CH:6][CH2:7][CH2:8][C:9](=[O:11])[N:10]=[C:4]2[CH:3]=1.Cl.[C:16]([O:19]C(=O)C)(=[O:18])[CH3:17].[OH-].[Na+]>CO.O.C(N(CC)CC)C.C(Cl)Cl>[C:9]([NH:10][C:4]1[CH:3]=[C:2]([F:1])[C:13]([CH3:14])=[CH:12][C:5]=1[CH2:6][CH2:7][CH2:17][C:16]([OH:19])=[O:18])(=[O:11])[CH3:8] |f:3.4|. Procedure details: To 1.0 g of 3,4-dihydro-8-fluoro-7-methyl-2-oxo-1- benzazepine, 15 ml of methanol and 0.7 ml of concentrated hydrochloric acid were added and they were heated under reflux for 3 hours. After the completion of the reaction, the reaction mixture was allowed to cool and the solvent was removed under reduced pressure. To the white residue so obtained, 20 ml of methylene chloride were added, followed by the addition of 1.8 ml of triethylamine and then 0.5 ml of acetic anhydride under ice cooling. The...